From a dataset of the Open Reaction Database (ORD), a public repository of structured organic reaction records. describe an organic reaction: reactants, conditions, products, and yield The yield is 53.0%. The reactants are COC(C(=CC(N(OC)CC1=CC(=C(C=C1)F)F)=O)O)=O (3-[(3,4-Difluorobenzyl)-methoxy-carbamoyl]-2-hydroxy-acrylic acid methyl ester), C=O (paraformaldehyde), CN (methylamine), ClC=1C=C(CN(C(=O)C=2CN(C(C2O)=O)C)C)C=CC1Cl (4-Hydroxy-1-methyl-5-oxo-2,5-dihydro-1H-pyrrole-3-carboxylic acid (3,4-dichloro-benzyl)-methyl amide). Yields the product FC=1C=C(CN(C(=O)C=2CN(C(C2O)=O)C)OC)C=CC1F (4-Hydroxy-1-methyl-5-oxo-2,5-dihydro-1H-pyrrole-3-carboxylic acid (3,4-difluoro-benzyl)-methoxy-amide). RXN SMILES: CO[C:3](=[O:21])[C:4]([OH:20])=[CH:5][C:6](=[O:19])[N:7]([CH2:10][C:11]1[CH:16]=[CH:15][C:14]([F:17])=[C:13]([F:18])[CH:12]=1)[O:8][CH3:9].C=O.CN.ClC1C=C(C=CC=1Cl)[CH2:30][N:31](C)[C:32](C1CN(C)C(=O)C=1O)=O>>[F:18][C:13]1[CH:12]=[C:11]([CH:16]=[CH:15][C:14]=1[F:17])[CH2:10][N:7]([O:8][CH3:9])[C:6]([C:5]1[CH2:30][N:31]([CH3:32])[C:3](=[O:21])[C:4]=1[OH:20])=[O:19]. Procedure: 3-[(3,4-Difluorobenzyl)-methoxy-carbamoyl]-2-hydroxy-acrylic acid methyl ester (Compound 54-D) was treated with paraformaldehyde and methylamine as described in the preparation of Compound 12 to and gave the title compound as a white solid (53% yield); mp 146–147° C. 1HNMR 400 MHz (CDCl3) δ (ppm): 3.11 (3H, s, NCH3), 3.74 (3H, s, OCH3), 4.16 (2H, s, NCH2), 4.79 (2H, s, NCH2), 7.06–7.19 (3H, m, aromatics). Anal. calcd for C14H14F2N2O4: C, 53.84; H, 4.51; N, 8.97. Found: C, 53.82; H, 4.41; N, 8.87... Reactants: Cl (hydrochloric acid), C(C1=CC=CC=C1)N (benzylamine), O.C1(=CC=C(C=C1)S(=O)(=O)O)C (p-toluenesulfonic acid monohydrate), [OH-].[Na+] (sodium hydroxide), C(C)OC(=O)C1(CCC(CC1)=O)C(C)=O (1-acetyl-4-oxocyclohexyl carboxylic acid ethyl ester). Run in C1(=CC=CC=C1)C (Toluene). The product is C(C)OC(=O)C12C(CC(CC1)(CC2)NCC2=CC=CC=C2)=O (4-(Benzylamino)-2-oxobicyclo[2.2.2]octane-1-carboxylic acid ethyl ester). Reaction SMILES: [CH2:1]([O:3][C:4]([C:6]1([C:13](=[O:15])[CH3:14])[CH2:11][CH2:10][C:9](=O)[CH2:8][CH2:7]1)=[O:5])[CH3:2].[CH2:16]([NH2:23])[C:17]1[CH:22]=[CH:21][CH:20]=[CH:19][CH:18]=1.O.C1(C)C=CC(S(O)(=O)=O)=CC=1.Cl.[OH-].[Na+]>C1(C)C=CC=CC=1>[CH2:1]([O:3][C:4]([C:6]12[CH2:11][CH2:10][C:9]([NH:23][CH2:16][C:17]3[CH:22]=[CH:21][CH:20]=[CH:19][CH:18]=3)([CH2:8][CH2:7]1)[CH2:14][C:13]2=[O:15])=[O:5])[CH3:2] |f:2.3,5.6|. Procedure: Toluene (130 mL) was added to 1-acetyl-4-oxocyclohexyl carboxylic acid ethyl ester (12.9 g, 60.6 mmol) and then the resulting mixture was stirred. To the mixture, there were added benzylamine (13.3 mL, 121 mmol) and p-toluenesulfonic acid monohydrate (124 mg, 0.65 mmol). The mixture was refluxed for 7 hours with a Dean-Stark apparatus under the dehydration conditions. After cooled back to room temperature, a 1 mol/L hydrochloric acid solution (130 mL) was added to the flask and the resulting mix... Reactants: Cn1cnc(C(=O)O)c1, COc1cccc(C(Oc2ccc3c(cnn3-c3ccc(F)cc3)c2)C(C)N)c1. Yields the product COc1cccc(C(Oc2ccc3c(cnn3-c3ccc(F)cc3)c2)C(C)NC(=O)c2cn(C)cn2)c1. As a reaction SMILES: [CH3:30][n:31]1[cH:32][n:33][c:34]([C:36](=[O:37])[OH:38])[cH:35]1.[F:1][c:2]1[cH:3][cH:4][c:5](-[n:8]2[n:9][cH:10][c:11]3[cH:12][c:13]([O:17][CH:18]([CH:19]([CH3:20])[NH2:21])[c:22]4[cH:23][c:24]([O:28][CH3:29])[cH:25][cH:26][cH:27]4)[cH:14][cH:15][c:16]23)[cH:6][cH:7]1>>[F:1][c:2]1[cH:3][cH:4][c:5](-[n:8]2[n:9][cH:10][c:11]3[cH:12][c:13]([O:17][CH:18]([CH:19]([CH3:20])[NH:21][C:36]([c:34]4[n:33][cH:32][n:31]([CH3:30])[cH:35]4)=[O:37])[c:22]4[cH:23][c:24]([O:28][CH3:29])[cH:25][cH:26][cH:27]4)[cH:14][cH:15][c:16]23)[cH:6][cH:7]1.